Dataset: the Open Reaction Database (ORD), a public repository of structured organic reaction records. Task: describe an organic reaction: reactants, conditions, products, and yield Reported procedure: (3-Oxo-3,4-dihydro-2H-benzo[1,4]thiazin-2-yl)-phosphonic acid diethyl ester (12.2 mmol) is dissolved in 40 mL of anhydrous MeOH and formaldehyde (37%) in water (12.2 mmol) is added to the orange solution. NaOMe (2N in MeOH) (12.2 mmol) is added and the reaction is cooled down to 0° C. The solid that precipitates is filtered to give 2-methylene-4H-benzo[1,4]thiazin-3-one. Yield: 72%. 1H NMR (400 MHz, CDCl3): δ 9.03 (s, 1H), 7.06 (m, 2H), 6.94 (m, 1H), 6.81 (m, 1H), 6.80 (s, 1H), 5.62 (s, 1H). MS:... As a reaction SMILES: C(OP([CH:9]1[C:14](=[O:15])[NH:13][C:12]2[CH:16]=[CH:17][CH:18]=[CH:19][C:11]=2[S:10]1)(=O)OCC)C.[CH2:20]=O.O.C[O-].[Na+]>CO>[CH2:20]=[C:9]1[C:14](=[O:15])[NH:13][C:12]2[CH:16]=[CH:17][CH:18]=[CH:19][C:11]=2[S:10]1 |f:3.4|. The yield is 72.0%. The reactants are C[O-].[Na+] (NaOMe), C=O (formaldehyde), O (water), C(C)OP(OCC)(=O)C1SC2=C(NC1=O)C=CC=C2 ((3-Oxo-3,4-dihydro-2H-benzo[1,4]thiazin-2-yl)-phosphonic acid diethyl ester). Solvent: CO (MeOH). Reaction conditions: temperature 0 celsius. Product: C=C1SC2=C(NC1=O)C=CC=C2 (2-methylene-4H-benzo[1,4]thiazin-3-one). The reactants are ClC1=C(C#N)C(=CN=C1NC1=C(C=CC=C1)C)Cl (3,5-dichloro-2-(o-tolylamino)isonicotinonitrile), C(C)(=O)OC(C)=O (acetic anhydride). Reaction conditions: temperature 180 celsius. The product is ClC=1C(=NC=C(C1C#N)Cl)N(C(C)=O)C1=C(C=CC=C1)C (N-(3,5-dichloro-4-cyanopyridin-2-yl)-N-o-tolylacetamide). Yield: 86.8%. Reaction SMILES: [Cl:1][C:2]1[C:9]([NH:10][C:11]2[CH:16]=[CH:15][CH:14]=[CH:13][C:12]=2[CH3:17])=[N:8][CH:7]=[C:6]([Cl:18])[C:3]=1[C:4]#[N:5].[C:19](OC(=O)C)(=[O:21])[CH3:20]>>[Cl:1][C:2]1[C:9]([N:10]([C:11]2[CH:16]=[CH:15][CH:14]=[CH:13][C:12]=2[CH3:17])[C:19](=[O:21])[CH3:20])=[N:8][CH:7]=[C:6]([Cl:18])[C:3]=1[C:4]#[N:5]. Procedure details: A mixture of 3,5-dichloro-2-(o-tolylamino)isonicotinonitrile (700 mg, 2.52 mmol) and acetic anhydride (10 mL, 106 mmol) was heated in a sealed tube to 180° C. for 20 h. The mixture was cooled to room temperature and concentrated. Silica gel chromatography, loading with dichloromethane-hexanes (1:1) and eluting with 5 to 30% ethyl acetate in hexanes, gave N-(3,5-dichloro-4-cyanopyridin-2-yl)-N-o-tolylacetamide (700 mg, 87% yield). 1H NMR (400 MHz, CDCl3) δ ppm 8.44 (1H, s), 7.28-7.43 (4H, m), 2.4... Reactants: ClC1=C(C=CC(=C1Cl)OCC=C)C(=O)C1=CC=NN1C ((2,3-dichloro-4-allyloxyphenyl)(1-methyl-5-pyrazolyl)methanone), CN(C1=CC=CC=C1)C (N,N-dimethylaniline). The solvent is CCOCC (ether). Reaction conditions: temperature 200 celsius, time 25 hour. Product: C(C=C)C1=CC(=C(C(=C1O)Cl)Cl)C(=O)C1=CC=NN1C (6-allyl-2,3-dichloro-4-(1-methyl-5-pyrazolylcarbonyl)phenol). Reaction SMILES: [Cl:1][C:2]1[C:7]([Cl:8])=[C:6]([O:9]CC=C)[CH:5]=[CH:4][C:3]=1[C:13]([C:15]1[N:19]([CH3:20])[N:18]=[CH:17][CH:16]=1)=[O:14].CN(C)[C:23]1[CH:28]=CC=C[CH:24]=1>CCOCC>[CH2:28]([C:5]1[C:6]([OH:9])=[C:7]([Cl:8])[C:2]([Cl:1])=[C:3]([C:13]([C:15]2[N:19]([CH3:20])[N:18]=[CH:17][CH:16]=2)=[O:14])[CH:4]=1)[CH:23]=[CH2:24]. Procedure: A suspension of 8.20 g of (2,3-dichloro-4-allyloxyphenyl)(1-methyl-5-pyrazolyl)methanone in N,N-dimethylaniline is stirred at 200° C. under argon gas atmosphere for 25 hours and cooled. The reaction mixture is diluted with ether and extracted with an aqueous 5% sodium hydroxide solution. The aqueous extract is washed with ether, adjusted to pH 5-6 with acetic acid and then extracted with chloroform. The organic layer is washed with water, dried and evaporated to give a solid, which is then purif... Reactants: [BH4-], CCO, ClCCl, COc1ccc2ncc(F)c(CCN3CC4CC(N)C4C3)c2n1, [Na+], [Na+], [Na+], O=S(=O)([O-])[O-], O=Cc1ccc2c(n1)NC(=O)CS2. Yields the product COc1ccc2ncc(F)c(CCN3CC4CC(NCc5ccc6c(n5)NC(=O)CS6)C4C3)c2n1. As a reaction SMILES: [BH4-:44].[CH3:46][CH2:47][OH:48].[Cl:49][CH2:50][Cl:51].[F:1][c:2]1[cH:3][n:4][c:5]2[cH:6][cH:7][c:8]([O:22][CH3:23])[n:9][c:10]2[c:11]1[CH2:12][CH2:13][N:14]1[CH2:15][CH:16]2[CH2:17][CH:18]([NH2:21])[CH:19]2[CH2:20]1.[Na+:24].[Na+:25].[Na+:45].[O-:26][S:27]([O-:28])(=[O:29])=[O:30].[O:31]=[C:32]1[NH:33][c:34]2[c:35]([cH:38][cH:39][c:40]([CH:42]=[O:43])[n:41]2)[S:36][CH2:37]1>>[F:1][c:2]1[cH:3][n:4][c:5]2[cH:6][cH:7][c:8]([O:22][CH3:23])[n:9][c:10]2[c:11]1[CH2:12][CH2:13][N:14]1[CH2:15][CH:16]2[CH2:17][CH:18]([NH:21][CH2:42][c:40]3[cH:39][cH:38][c:35]4[c:34]([n:41]3)[NH:33][C:32](=[O:31])[CH2:37][S:36]4)[CH:19]2[CH2:20]1. The reactants are Cl.C(C)NC\C=C\C#CC(C)(C)C ((E)-N-ethyl-6,6-dimethyl-2-hepten-4-ynylamine hydrochloride), BrCC(=O)OC (methyl bromoacetate), C([O-])([O-])=O.[K+].[K+] (potassium carbonate), glycine ester, [OH-].[Na+] (sodium hydroxide). The solvent is CN(C=O)C (dimethylformamide), CO (methanol), O (water). Reaction conditions: time 8 hour. Product: Cl.C(C)N(CC(=O)O)C\C=C\C#CC(C)(C)C ((E)-N-ethyl-N-(6,6-dimethyl-2-hepten-4-ynyl)glycine hydrochloride). The yield is 114.4%. RXN SMILES: [ClH:1].[CH2:2]([NH:4][CH2:5]/[CH:6]=[CH:7]/[C:8]#[C:9][C:10]([CH3:13])([CH3:12])[CH3:11])[CH3:3].Br[CH2:15][C:16]([O:18]C)=[O:17].C(=O)([O-])[O-].[K+].[K+].[OH-].[Na+]>CN(C)C=O.CO.O>[ClH:1].[CH2:2]([N:4]([CH2:5]/[CH:6]=[CH:7]/[C:8]#[C:9][C:10]([CH3:12])([CH3:11])[CH3:13])[CH2:15][C:16]([OH:18])=[O:17])[CH3:3] |f:0.1,3.4.5,6.7,11.12|. Procedure details: 1.0 g of (E)-N-ethyl-6,6-dimethyl-2-hepten-4-ynylamine hydrochloride was dissolved in 20 ml of dimethylformamide, and 0.7 g of methyl bromoacetate and 1.0 g of potassium carbonate were added. The mixture was stirred overnight at room temperature, and worked up in a customary manner. The resulting glycine ester compound was dissolved in a methanol solution (50 ml) of 0.5 g of sodium hydroxide, and 25 ml of water was added. The mixture was stirred at room temperature for 2 hours, and the solvent w...